This data is from the Open Reaction Database (ORD), a public repository of structured organic reaction records. The task is: describe an organic reaction: reactants, conditions, products, and yield Reactants: CCCc1c(CBr)ncn2ncnc12, CC(C)CN, CC#N, [K+], [K+], O=C([O-])[O-]. Product: CCCc1c(CNCC(C)C)ncn2ncnc12. As a reaction SMILES: [Br:1][CH2:2][c:3]1[c:4]([CH2:12][CH2:13][CH3:14])[c:5]2[n:6]([cH:7][n:8]1)[n:9][cH:10][n:11]2.[CH2:21]([CH:22]([CH3:23])[CH3:24])[NH2:25].[CH3:26][C:27]#[N:28].[K+:15].[K+:16].[O-:17][C:18]([O-:19])=[O:20]>>[CH2:2]([c:3]1[c:4]([CH2:12][CH2:13][CH3:14])[c:5]2[n:6]([cH:7][n:8]1)[n:9][cH:10][n:11]2)[NH:25][CH2:21][CH:22]([CH3:23])[CH3:24].